From a dataset of the Open Reaction Database (ORD), a public repository of structured organic reaction records. describe an organic reaction: reactants, conditions, products, and yield Yield: 61.4%. Procedure details: 190 mg of 4-[N-(3-pyridyl)amino]benzonitrile was dissolved in 5 ml of N,N-dimethylformamide, and 44 mg of 60% sodium hydride was added thereto under cooling with ice, followed by stirring at 40-50° C. for 30 minutes. Then, 273 mg of 4-benzyloxybenzyl chloride was added to the reaction mixture under cooling with ice, followed by stirring at room temperature for 2 hours. After the reaction mixture was poured into water, the product was extracted with chloroform. After the extract was washed with w... Solvent: CN(C=O)C (N,N-dimethylformamide). The reactants are O (water), N1=CC(=CC=C1)NC1=CC=C(C#N)C=C1 (4-[N-(3-pyridyl)amino]benzonitrile), C(C1=CC=CC=C1)OC1=CC=C(CCl)C=C1 (4-benzyloxybenzyl chloride), [H-].[Na+] (sodium hydride). Conditions: temperature 45 celsius, time 30 minute. Yields the product C(C1=CC=CC=C1)OC1=CC=C(CN(C=2C=NC=CC2)C2=CC=C(C#N)C=C2)C=C1 (4-[N-(4-benzyloxy-benzyl)-N-(3-pyridyl)amino]benzonitrile). RXN SMILES: [N:1]1[CH:6]=[CH:5][CH:4]=[C:3]([NH:7][C:8]2[CH:15]=[CH:14][C:11]([C:12]#[N:13])=[CH:10][CH:9]=2)[CH:2]=1.[H-].[Na+].[CH2:18]([O:25][C:26]1[CH:33]=[CH:32][C:29]([CH2:30]Cl)=[CH:28][CH:27]=1)[C:19]1[CH:24]=[CH:23][CH:22]=[CH:21][CH:20]=1.O>CN(C)C=O>[CH2:18]([O:25][C:26]1[CH:27]=[CH:28][C:29]([CH2:30][N:7]([C:8]2[CH:15]=[CH:14][C:11]([C:12]#[N:13])=[CH:10][CH:9]=2)[C:3]2[CH:2]=[N:1][CH:6]=[CH:5][CH:4]=2)=[CH:32][CH:33]=1)[C:19]1[CH:20]=[CH:21][CH:22]=[CH:23][CH:24]=1 |f:1.2|.